From a dataset of the Open Reaction Database (ORD), a public repository of structured organic reaction records. describe an organic reaction: reactants, conditions, products, and yield The reactants are C(#N)CC(=O)OC (methyl cyanoacetate), C(C)(=O)C1=CC=CC=C1 (acetophenone), C(C)(=O)[O-].[NH4+] (ammonium acetate), C(C)(=O)O (acetic acid). Reagents/catalysts: [Pd] (palladium on carbon). Run in C1(=CC=CC=C1)C (toluene), O (water). Yields the product C(#N)C(C(=O)OC)C(C)C1=CC=CC=C1 (Methyl 2-cyano-3-phenylbutyrate). Reaction SMILES: [C:1]([CH2:3][C:4]([O:6][CH3:7])=[O:5])#[N:2].[C:8]([C:11]1[CH:16]=[CH:15][CH:14]=[CH:13][CH:12]=1)(=O)[CH3:9].C([O-])(=O)C.[NH4+].C(O)(=O)C>C1(C)C=CC=CC=1.[Pd].O>[C:1]([CH:3]([CH:8]([C:11]1[CH:16]=[CH:15][CH:14]=[CH:13][CH:12]=1)[CH3:9])[C:4]([O:6][CH3:7])=[O:5])#[N:2] |f:2.3|. Procedure: A mixture of methyl cyanoacetate (198 g, 2.0 moles), acetophenone (240 g, 2.0 moles), ammonium acetate (30.8 g, 0.4 moles) and acetic acid (96 g, 1.60 moles) in toluene was refluxed with a Dean and Stark trap until water separation ceased (about 4 hours). The resulting Knoevenagel adduct was cooled and stirred under hydrogen (60 psig) with 5% palladium on carbon (8 g) for 2 days. The solution was then depressurized, degassed, filtered and evaporated. The liquid residue was distilled and the frac... Starting materials: alkyne, C(C)OC1(CC1)C1=C(C=C(C=C1)C#C[Si](C)(C)C)C(C)C ([4-(1-ethoxycyclopropyl)-3-isopropyl-phenylethynyl]-trimethylsilane), C(C)OC1(CC1)C1=C(C=C(C=C1)C#C[Si](C)(C)C)C(C)C ([4-(1-ethoxycyclopropyl)-3-isopropyl-phenylethynyl]-trimethylsilane), C([O-])([O-])=O.[K+].[K+] (potassium carbonate). Run in CO (methanol). Conditions: time 8 hour. The product is C(C)OC1(CC1)C1=C(C=C(C=C1)C#C)C(=C)C (1-(1-Ethoxycyclopropyl)-4-ethynyl-2-isopropenylbenzene). RXN SMILES: [CH2:1]([O:3][C:4]1([C:7]2[CH:12]=[CH:11][C:10]([C:13]#[C:14][Si](C)(C)C)=[CH:9][C:8]=2[CH:19]([CH3:21])[CH3:20])[CH2:6][CH2:5]1)[CH3:2].C(=O)([O-])[O-].[K+].[K+]>CO>[CH2:1]([O:3][C:4]1([C:7]2[CH:12]=[CH:11][C:10]([C:13]#[CH:14])=[CH:9][C:8]=2[C:19]([CH3:21])=[CH2:20])[CH2:6][CH2:5]1)[CH3:2] |f:1.2.3|. Procedure: Using General Procedure E; [4-(1-ethoxycyclopropyl)-3-isopropyl-phenylethynyl]-trimethylsilane (Intermediate 102, 210.0 mg, 0.70 mmol) in methanol (10 mL) was treated with potassium carbonate (100.0 mg, 0.72 mmol) and stirred overnight at ambient temperature. The crude alkyne was used directly in the next reaction. The product is O=[N+]([O-])c1cc(Cl)c2c(Cl)ccc3c2c1CC3. Starting materials: CC(=O)OC(C)=O, Clc1ccc2c3c(ccc(Cl)c13)CC2, O=[N+]([O-])[O-]. RXN SMILES: [CH3:19][C:20]([O:21][C:22](=[O:23])[CH3:24])=[O:25].[Cl:1][c:2]1[cH:3][cH:4][c:5]2[c:13]3[c:8]([cH:9][cH:10][c:11]([Cl:14])[c:12]13)[CH2:7][CH2:6]2.[O-:15][N+:16]([O-:17])=[O:18]>>[Cl:1][c:2]1[cH:3][c:4]([N+:16](=[O:15])[O-:17])[c:5]2[c:13]3[c:8]([cH:9][cH:10][c:11]([Cl:14])[c:12]13)[CH2:7][CH2:6]2. Starting materials: CCCCCCCC(=O)Cl, CN(C)C=O, O, Nc1nc2c(ncn2COCC(O)CO)c(=O)[nH]1, c1ccncc1. Product: CCCCCCCC(=O)OCC(O)COCn1cnc2c(=O)[nH]c(N)nc21. Reaction SMILES: [C:20]([CH2:21][CH2:22][CH2:23][CH2:24][CH2:25][CH2:26][CH3:27])(=[O:28])[Cl:29].[CH3:30][N:31]([CH3:32])[CH:33]=[O:34].[OH2:1].[OH:2][CH:3]([CH2:4][O:5][CH2:6][n:7]1[c:8]2[n:9][c:10]([NH2:17])[nH:11][c:12](=[O:16])[c:13]2[n:14][cH:15]1)[CH2:18][OH:19].[cH:35]1[cH:36][cH:37][n:38][cH:39][cH:40]1>>[OH:2][CH:3]([CH2:4][O:5][CH2:6][n:7]1[c:8]2[n:9][c:10]([NH2:17])[nH:11][c:12](=[O:16])[c:13]2[n:14][cH:15]1)[CH2:18][O:19][C:20]([CH2:21][CH2:22][CH2:23][CH2:24][CH2:25][CH2:26][CH3:27])=[O:28].